This data is from the Open Reaction Database (ORD), a public repository of structured organic reaction records. The task is: describe an organic reaction: reactants, conditions, products, and yield The reactants are O=C([O-])[O-], C1COCCO1, COc1ccc(B(O)O)cc1, CC1(C)NC(=O)C(c2ccc(OCc3ccc4ccccc4n3)cc2)=C1OS(=O)(=O)C(F)(F)F, [Na+], [Na+], O, c1ccc(P(c2ccccc2)(c2ccccc2)[Pd](P(c2ccccc2)(c2ccccc2)c2ccccc2)(P(c2ccccc2)(c2ccccc2)c2ccccc2)P(c2ccccc2)(c2ccccc2)c2ccccc2)cc1. Yields the product COc1ccc(C2=C(c3ccc(OCc4ccc5ccccc5n4)cc3)C(=O)NC2(C)C)cc1. RXN SMILES: [C:46](=[O:47])([O-:48])[O-:49].[CH2:52]1[O:53][CH2:54][CH2:55][O:56][CH2:57]1.[CH3:35][O:36][c:37]1[cH:38][cH:39][c:40]([B:43]([OH:44])[OH:45])[cH:41][cH:42]1.[F:1][C:2]([F:3])([F:4])[S:5]([O:6][C:7]1=[C:11]([c:12]2[cH:13][cH:14][c:15]([O:18][CH2:19][c:20]3[n:21][c:22]4[cH:23][cH:24][cH:25][cH:26][c:27]4[cH:28][cH:29]3)[cH:16][cH:17]2)[C:10](=[O:30])[NH:9][C:8]1([CH3:31])[CH3:32])(=[O:33])=[O:34].[Na+:50].[Na+:51].[OH2:58].[cH:59]1[cH:60][cH:61][c:62]([P:63]([Pd:64]([P:65]([c:66]2[cH:67][cH:68][cH:69][cH:70][cH:71]2)([c:72]2[cH:73][cH:74][cH:75][cH:76][cH:77]2)[c:78]2[cH:79][cH:80][cH:81][cH:82][cH:83]2)([P:84]([c:85]2[cH:86][cH:87][cH:88][cH:89][cH:90]2)([c:91]2[cH:92][cH:93][cH:94][cH:95][cH:96]2)[c:97]2[cH:98][cH:99][cH:100][cH:101][cH:102]2)[P:103]([c:104]2[cH:105][cH:106][cH:107][cH:108][cH:109]2)([c:110]2[cH:111][cH:112][cH:113][cH:114][cH:115]2)[c:116]2[cH:117][cH:118][cH:119][cH:120][cH:121]2)([c:122]2[cH:123][cH:124][cH:125][cH:126][cH:127]2)[c:128]2[cH:129][cH:130][cH:131][cH:132][cH:133]2)[cH:134][cH:135]1>>[C:7]1([c:40]2[cH:39][cH:38][c:37]([O:36][CH3:35])[cH:42][cH:41]2)=[C:11]([c:12]2[cH:13][cH:14][c:15]([O:18][CH2:19][c:20]3[n:21][c:22]4[cH:23][cH:24][cH:25][cH:26][c:27]4[cH:28][cH:29]3)[cH:16][cH:17]2)[C:10](=[O:30])[NH:9][C:8]1([CH3:31])[CH3:32]. Reactants: CCOC=O, Cl, [H-], N#CCc1ccccc1, [Na+], C1CCOC1. Product: N#CC(C=O)c1ccccc1. As a reaction SMILES: [CH:10](=[O:11])[O:12][CH2:13][CH3:14].[ClH:17].[H-:15].[N:1]#[C:2][CH2:3][c:4]1[cH:5][cH:6][cH:7][cH:8][cH:9]1.[Na+:16].[O:18]1[CH2:19][CH2:20][CH2:21][CH2:22]1>>[N:1]#[C:2][CH:3]([c:4]1[cH:5][cH:6][cH:7][cH:8][cH:9]1)[CH:10]=[O:11]. The reactants are C(C1=CC=CC=C1)N1C=NC(=C1NC(N)=S)C(=O)N (1-Benzyl-5-(thiocarbamoyl)amino-1H-imidazole-4-carboxamide), Cl (hydrochloric acid), OO (hydrogen peroxide), O (Water). The reagents and catalysts are [O-][W](=O)(=O)[O-].[Na+].[Na+] (sodium tungstate). Run in [OH-].[Na+] (sodium hydroxide). Conditions: time 1 hour. Yields the product C(C1=CC=CC=C1)N1C=2N=C(NC(C2N=C1)=O)N (9-Benzylguanine). Yield: 54.0%. RXN SMILES: [CH2:1]([N:8]1[C:12]([NH:13][C:14](=S)[NH2:15])=[C:11]([C:17]([NH2:19])=[O:18])[N:10]=[CH:9]1)[C:2]1[CH:7]=[CH:6][CH:5]=[CH:4][CH:3]=1.OO.O.Cl>[OH-].[Na+].[O-][W]([O-])(=O)=O.[Na+].[Na+]>[CH2:1]([N:8]1[CH:9]=[N:10][C:11]2[C:17](=[O:18])[NH:19][C:14]([NH2:15])=[N:13][C:12]1=2)[C:2]1[CH:7]=[CH:6][CH:5]=[CH:4][CH:3]=1 |f:4.5,6.7.8|. Reported procedure: 1-Benzyl-5-(thiocarbamoyl)amino-1H-imidazole-4-carboxamide (2.75 g, 10.0 mM) and sodium tungstate (0.1 g) were suspended in 6N sodium hydroxide (20 ml) at 5° C. 35% hydrogen peroxide (4.0 ml, 44 mM) was added dropwise at 5°-15° C. over 30 minutes. Water (60 ml) was added to the resulting reaction mixture. After stirring for 1 hour in an ice bath pH was adjusted to 5 with hydrochloric acid. The formed product was filtered off, washed with water and dried. Hereby was isolated 1.30 g (54%) of the t... Starting materials: C(#N)C=1C(=C2C=CN(C2=CC1)CC(=O)O)C(F)(F)F ([5-cyano-4-(trifluoromethyl)-1H-indol-1-yl]acetic acid), FC=1C=C(C(=O)NN)C=C(C1)F (3,5-difluorobenzohydrazide). The product is FC=1C=C(C=C(C1)F)C1=NN=C(O1)CN1C=CC2=C(C(=CC=C12)C#N)C(F)(F)F (1-{[5-(3,5-Difluorophenyl)-1,3,4-oxadiazol-2-yl]methyl}-4-(trifluoromethyl)-1H-indole-5-carbonitrile). Reaction SMILES: [C:1]([C:3]1[C:4]([C:16]([F:19])([F:18])[F:17])=[C:5]2[C:9](=[CH:10][CH:11]=1)[N:8]([CH2:12][C:13]([OH:15])=O)[CH:7]=[CH:6]2)#[N:2].[F:20][C:21]1[CH:22]=[C:23]([CH:28]=[C:29]([F:31])[CH:30]=1)[C:24]([NH:26][NH2:27])=O>>[F:20][C:21]1[CH:22]=[C:23]([C:24]2[O:15][C:13]([CH2:12][N:8]3[C:9]4[C:5](=[C:4]([C:16]([F:19])([F:18])[F:17])[C:3]([C:1]#[N:2])=[CH:11][CH:10]=4)[CH:6]=[CH:7]3)=[N:27][N:26]=2)[CH:28]=[C:29]([F:31])[CH:30]=1. Procedure details: Synthesized as described in Example 35C from [5-cyano-4-(trifluoromethyl)-1H-indol-1-yl]acetic acid and 3,5-difluorobenzohydrazide: MS (ES) m/z 405 (M+1). Solvent: C1(=CC=CC=C1)C (toluene). The product is FC1(CCN(CC1)C1=CC=C(C=C1)C=1OC(=NN1)C=1C(=NOC1C)C1=CC=CC=C1)F (4,4-Difluoro-1-{4-[5-(5-methyl-3-phenyl-isoxazol-4-yl)-[1,3,4]oxadiazol-2-yl]-phenyl}-piperidine). As a reaction SMILES: I[C:2]1[CH:7]=[CH:6][C:5]([C:8]2[O:9][C:10]([C:13]3[C:14]([C:19]4[CH:24]=[CH:23][CH:22]=[CH:21][CH:20]=4)=[N:15][O:16][C:17]=3[CH3:18])=[N:11][N:12]=2)=[CH:4][CH:3]=1.CC(C)([O-])C.[Na+].Cl.[F:32][C:33]1([F:39])[CH2:38][CH2:37][NH:36][CH2:35][CH2:34]1>C1(C)C=CC=CC=1>[F:32][C:33]1([F:39])[CH2:38][CH2:37][N:36]([C:2]2[CH:7]=[CH:6][C:5]([C:8]3[O:9][C:10]([C:13]4[C:14]([C:19]5[CH:24]=[CH:23][CH:22]=[CH:21][CH:20]=5)=[N:15][O:16][C:17]=4[CH3:18])=[N:11][N:12]=3)=[CH:4][CH:3]=2)[CH2:35][CH2:34]1 |f:1.2,3.4|. Run at temperature 100 celsius, time 1 hour. Procedure: To a solution of 2-(4-iodo-phenyl)-5-(5-methyl-3-phenyl-isoxazol-4-yl)-[1,3,4]oxadiazole (200 mg, 0.47 mmol) in toluene (2 mL) were added under an atmosphere of nitrogen 2-(dicyclohexylphosphino)biphenyl (15 mg, 0.04 mmol), tris(dibenzylideneacetone)di-palladium (0) chloroform complex (15 mg, 0.01 mmol), sodium tert-butoxide (107 mg, 1.12 mmol) and 4,4-difluoropiperidine hydrochloride (88 mg, 0.56 mmol). The reaction mixture was stirred for 1 h at 100° C. and was extracted with water (20 mL) and... Reactants: CC(C)([O-])C.[Na+] (sodium tert-butoxide), IC1=CC=C(C=C1)C=1OC(=NN1)C=1C(=NOC1C)C1=CC=CC=C1 (2-(4-iodo-phenyl)-5-(5-methyl-3-phenyl-isoxazol-4-yl)-[1,3,4]oxadiazole), Cl.FC1(CCNCC1)F (4,4-difluoropiperidine hydrochloride). The yield is 69.5%.